From a dataset of the Open Reaction Database (ORD), a public repository of structured organic reaction records. describe an organic reaction: reactants, conditions, products, and yield The product is C=C(C)COc1ccc(Cl)cc1CN(CC)c1ccc(C(=O)NS(=O)(=O)C(F)(F)F)nn1. As a reaction SMILES: [Cl:1][c:2]1[cH:3][cH:4][c:5]([O:21][CH2:22][C:23](=[CH2:24])[CH3:25])[c:6]([CH2:7][N:8]([CH2:9][CH3:10])[c:11]2[cH:12][cH:13][c:14]([C:17](=[O:18])[OH:19])[n:15][n:16]2)[cH:20]1.[F:26][C:27]([S:28](=[O:29])(=[O:30])[NH2:31])([F:32])[F:33]>>[Cl:1][c:2]1[cH:3][cH:4][c:5]([O:21][CH2:22][C:23](=[CH2:24])[CH3:25])[c:6]([CH2:7][N:8]([CH2:9][CH3:10])[c:11]2[cH:12][cH:13][c:14]([C:17](=[O:18])[NH:31][S:28]([C:27]([F:26])([F:32])[F:33])(=[O:29])=[O:30])[n:15][n:16]2)[cH:20]1. The reactants are C=C(C)COc1ccc(Cl)cc1CN(CC)c1ccc(C(=O)O)nn1, NS(=O)(=O)C(F)(F)F. Starting materials: N#CC1(c2ccccc2)CCNCC1, CCO, c1ccc2c(OCC3CO3)cccc2c1. Product: N#CC1(c2ccccc2)CCN(CC(O)COc2cccc3ccccc23)CC1. Reaction SMILES: [C:16](#[N:17])[C:18]1([c:24]2[cH:25][cH:26][cH:27][cH:28][cH:29]2)[CH2:19][CH2:20][NH:21][CH2:22][CH2:23]1.[CH3:30][CH2:31][OH:32].[O:1]1[CH2:2][CH:3]1[CH2:4][O:5][c:6]1[cH:7][cH:8][cH:9][c:10]2[cH:11][cH:12][cH:13][cH:14][c:15]12>>[OH:1][CH:3]([CH2:2][N:21]1[CH2:20][CH2:19][C:18]([C:16]#[N:17])([c:24]2[cH:25][cH:26][cH:27][cH:28][cH:29]2)[CH2:23][CH2:22]1)[CH2:4][O:5][c:6]1[cH:7][cH:8][cH:9][c:10]2[cH:11][cH:12][cH:13][cH:14][c:15]12.